This data is from the Open Reaction Database (ORD), a public repository of structured organic reaction records. The task is: describe an organic reaction: reactants, conditions, products, and yield The reactants are O=C([O-])[O-], C1CCOC1, Nc1cc(C2CCC2)nn1-c1ccccc1, O=C(Cl)Oc1ccccc1, [K+], [K+]. Yields the product O=C(Nc1cc(C2CCC2)nn1-c1ccccc1)Oc1ccccc1. Reaction SMILES: [C:17](=[O:18])([O-:19])[O-:20].[CH2:33]1[O:34][CH2:35][CH2:36][CH2:37]1.[CH:1]1([c:5]2[n:6][n:7](-[c:11]3[cH:12][cH:13][cH:14][cH:15][cH:16]3)[c:8]([NH2:10])[cH:9]2)[CH2:2][CH2:3][CH2:4]1.[Cl:23][C:24](=[O:25])[O:26][c:27]1[cH:28][cH:29][cH:30][cH:31][cH:32]1.[K+:21].[K+:22]>>[CH:1]1([c:5]2[n:6][n:7](-[c:11]3[cH:12][cH:13][cH:14][cH:15][cH:16]3)[c:8]([NH:10][C:24](=[O:25])[O:26][c:27]3[cH:28][cH:29][cH:30][cH:31][cH:32]3)[cH:9]2)[CH2:2][CH2:3][CH2:4]1. Reactants: CCOC(=O)CNC1CCN(c2ccc3c(NC(=O)CC4CCCCC4)c(Cl)ccc3n2)C1, CO, Cl, [Na+], [OH-]. Yields the product O=C(O)CNC1CCN(c2ccc3c(NC(=O)CC4CCCCC4)c(Cl)ccc3n2)C1. RXN SMILES: [CH2:1]([CH3:2])[O:3][C:4]([CH2:5][NH:6][CH:7]1[CH2:8][N:9]([c:12]2[n:13][c:14]3[cH:15][cH:16][c:17]([Cl:32])[c:18]([NH:22][C:23]([CH2:24][CH:25]4[CH2:26][CH2:27][CH2:28][CH2:29][CH2:30]4)=[O:31])[c:19]3[cH:20][cH:21]2)[CH2:10][CH2:11]1)=[O:33].[CH3:37][OH:38].[ClH:36].[Na+:35].[OH-:34]>>[O:3]=[C:4]([CH2:5][NH:6][CH:7]1[CH2:8][N:9]([c:12]2[n:13][c:14]3[cH:15][cH:16][c:17]([Cl:32])[c:18]([NH:22][C:23]([CH2:24][CH:25]4[CH2:26][CH2:27][CH2:28][CH2:29][CH2:30]4)=[O:31])[c:19]3[cH:20][cH:21]2)[CH2:10][CH2:11]1)[OH:33]. The product is C(C1=CC=CC=C1)(C1=CC=CC=C1)(C1=CC=CC=C1)N1C=NC(=C1)CN1C([C@@H](N=C(C2=C1C=CC=C2)C2=C(C=CC=C2)F)NC(=O)C=2NC1=CC=CC=C1C2)=O ((3R)-1,3-dihydro-1-(1-trityl-4-imidazolyl)methyl-3-(2-indolylcarbonylamino)-5-(2 -fluorophenyl)-2H-1,4-benzodiazepine-2-one). Solvent: CN(C=O)C (N,N-dimethylformamide), C(C)N(CC)CC (triethylamine), O (water), C(C)(=O)OCC (ethyl acetate). Procedure details: To a solution of (3R)-1,3-dihydro-1-(1-trityl-4-imidazolyl)methyl-3-amino-5-(2-fluorophenyl) -2H-1,4-benzodiazepine-2-one (0.81 g), indole-2-carboxylic acid (0.23 g), N-hydroxybenzotriazole (0.19 g) in N,N-dimethylformamide (8 ml) were added 1-ethyl-3-(3-dimethylaminopropyl)carbodiimide hydrochloride (0.27 g) and triethylamine (0.14 g) under stirring at ambient temperature. The mixture was stirred for 4 hours at ambient temperature. To the reaction mixture were added ethyl acetate and water unde... The yield is 99.4%. RXN SMILES: [C:1]([N:20]1[CH:24]=[C:23]([CH2:25][N:26]2[C:32]3[CH:33]=[CH:34][CH:35]=[CH:36][C:31]=3[C:30]([C:37]3[CH:42]=[CH:41][CH:40]=[CH:39][C:38]=3[F:43])=[N:29][C@@H:28]([NH2:44])[C:27]2=[O:45])[N:22]=[CH:21]1)([C:14]1[CH:19]=[CH:18][CH:17]=[CH:16][CH:15]=1)([C:8]1[CH:13]=[CH:12][CH:11]=[CH:10][CH:9]=1)[C:2]1[CH:7]=[CH:6][CH:5]=[CH:4][CH:3]=1.[NH:46]1[C:54]2[C:49](=[CH:50][CH:51]=[CH:52][CH:53]=2)[CH:48]=[C:47]1[C:55](O)=[O:56].ON1C2C=CC=CC=2N=N1.Cl.C(N=C=NCCCN(C)C)C.C(=O)(O)[O-].[Na+]>CN(C)C=O.O.C(OCC)(=O)C.C(N(CC)CC)C>[C:1]([N:20]1[CH:24]=[C:23]([CH2:25][N:26]2[C:32]3[CH:33]=[CH:34][CH:35]=[CH:36][C:31]=3[C:30]([C:37]3[CH:42]=[CH:41][CH:40]=[CH:39][C:38]=3[F:43])=[N:29][C@@H:28]([NH:44][C:55]([C:47]3[NH:46][C:54]4[C:49]([CH:48]=3)=[CH:50][CH:51]=[CH:52][CH:53]=4)=[O:56])[C:27]2=[O:45])[N:22]=[CH:21]1)([C:14]1[CH:15]=[CH:16][CH:17]=[CH:18][CH:19]=1)([C:8]1[CH:9]=[CH:10][CH:11]=[CH:12][CH:13]=1)[C:2]1[CH:7]=[CH:6][CH:5]=[CH:4][CH:3]=1 |f:3.4,5.6|. Starting materials: C(C1=CC=CC=C1)(C1=CC=CC=C1)(C1=CC=CC=C1)N1C=NC(=C1)CN1C([C@@H](N=C(C2=C1C=CC=C2)C2=C(C=CC=C2)F)N)=O ((3R)-1,3-dihydro-1-(1-trityl-4-imidazolyl)methyl-3-amino-5-(2-fluorophenyl) -2H-1,4-benzodiazepine-2-one), N1C(=CC2=CC=CC=C12)C(=O)O (indole-2-carboxylic acid), ON1N=NC2=C1C=CC=C2 (N-hydroxybenzotriazole), Cl.C(C)N=C=NCCCN(C)C (1-ethyl-3-(3-dimethylaminopropyl)carbodiimide hydrochloride), C([O-])(O)=O.[Na+] (sodium bicarbonate). Starting materials: C(C)OC(=O)CP(OCC)(OCC)=O (Diethyl ethoxycarbonylmethylphosphonate), [H-].[Na+] (sodium hydride), O1CCCC1 (tetrahydrofuran), O=C1CCCC=2SC=CC21 (4-oxo-4,5,6,7-tetrahydrobenzo[b]thiophene). The solvent is C(C)(=O)OCC (ethyl acetate), O (water). Run at time 30 minute. Product: C(C)OC(=O)C=C1CCCC=2SC=CC21 (4-ethoxycarbonylmethylidene-4,5,6,7-tetrahydrobenzo[b]thiophene). Reaction SMILES: [CH2:1]([O:3][C:4]([CH2:6]P(=O)(OCC)OCC)=[O:5])[CH3:2].[H-].[Na+].O1CCCC1.O=[C:23]1[C:31]2[CH:30]=[CH:29][S:28][C:27]=2[CH2:26][CH2:25][CH2:24]1>C(OCC)(=O)C.O>[CH2:1]([O:3][C:4]([CH:6]=[C:23]1[C:31]2[CH:30]=[CH:29][S:28][C:27]=2[CH2:26][CH2:25][CH2:24]1)=[O:5])[CH3:2] |f:1.2|. Procedure: Diethyl ethoxycarbonylmethylphosphonate (8.47 ml) was dropwise added to a mixture of sodium hydride (60%, 1.71 g) and tetrahydrofuran (THF) (50 ml) at room temperature (r.t.) under nitrogen atmosphere, and the mixture was stirred under the same condition for 30 minutes. To the reaction mixture was added 4-oxo-4,5,6,7-tetrahydrobenzo[b]thiophene (5.00 g) in a portion, and the whole mixture was stirred at r.t. for 3 hours. The reaction mixture was poured into a mixture of water and ethyl acetate (... Reactants: CC(=O)OC(C)=O, Nc1nc2c(Oc3cncc(-c4ccc(C(F)(F)F)cc4)c3)cccc2s1, c1ccncc1. The product is CC(=O)Nc1nc2c(Oc3cncc(-c4ccc(C(F)(F)F)cc4)c3)cccc2s1. RXN SMILES: [CH3:28][C:29](=[O:30])[O:31][C:32](=[O:33])[CH3:34].[F:1][C:2]([c:3]1[cH:4][cH:5][c:6](-[c:9]2[cH:10][c:11]([O:15][c:16]3[cH:17][cH:18][cH:19][c:20]4[c:21]3[n:22][c:23]([NH2:25])[s:24]4)[cH:12][n:13][cH:14]2)[cH:7][cH:8]1)([F:26])[F:27].[cH:35]1[cH:36][cH:37][n:38][cH:39][cH:40]1>>[F:1][C:2]([c:3]1[cH:4][cH:5][c:6](-[c:9]2[cH:10][c:11]([O:15][c:16]3[cH:17][cH:18][cH:19][c:20]4[c:21]3[n:22][c:23]([NH:25][C:29]([CH3:28])=[O:30])[s:24]4)[cH:12][n:13][cH:14]2)[cH:7][cH:8]1)([F:26])[F:27].